Dataset: the Open Reaction Database (ORD), a public repository of structured organic reaction records. Task: describe an organic reaction: reactants, conditions, products, and yield Reactants: Oc1ccc(Cl)cc1, O=C(O)c1cc2ccc3c4ccccc4[nH]c3c2cc1O, O=P(Cl)(Cl)Cl, Cc1ccccc1C. RXN SMILES: [Cl:22][c:23]1[cH:24][cH:25][c:26]([OH:29])[cH:27][cH:28]1.[OH:1][c:2]1[c:3]([C:19](=[O:20])[OH:21])[cH:4][c:5]2[c:6]([c:7]3[nH:8][c:9]4[cH:10][cH:11][cH:12][cH:13][c:14]4[c:15]3[cH:16][cH:17]2)[cH:18]1.[P:30]([Cl:31])([Cl:32])([Cl:33])=[O:34].[c:35]1([CH3:36])[c:37]([CH3:38])[cH:39][cH:40][cH:41][cH:42]1>>[OH:1][c:2]1[c:3]([C:19](=[O:20])[O:21][c:26]2[cH:25][cH:24][c:23]([Cl:22])[cH:28][cH:27]2)[cH:4][c:5]2[c:6]([c:7]3[nH:8][c:9]4[cH:10][cH:11][cH:12][cH:13][c:14]4[c:15]3[cH:16][cH:17]2)[cH:18]1. The product is O=C(Oc1ccc(Cl)cc1)c1cc2ccc3c4ccccc4[nH]c3c2cc1O.